Dataset: the Open Reaction Database (ORD), a public repository of structured organic reaction records. Task: describe an organic reaction: reactants, conditions, products, and yield Starting materials: C=1C=CC2=C(C1)C(=O)C=C(C2=O)O (Lawsone), CC(CC(=O)O)(C)C (3,3-dimethylbutyric acid), S(=O)(=O)([O-])O[O-].[NH4+].[NH4+] (ammonium peroxysulphate). Reagents/catalysts: [N+](=O)([O-])[O-].[Ag+] (silver nitrate). Run in C(C)#N (acetonitrile), O (water), O (water). The product is CC(CC=1C(C2=CC=CC=C2C(C1O)=O)=O)(C)C (2-(2.2-dimethylpropyl)-3-hydroxy-naphthalene-1 4-dione). Reaction SMILES: [CH:1]1[CH:2]=[CH:3][C:4]2[C:11](=[O:12])[C:10]([OH:13])=[CH:9][C:7](=[O:8])[C:5]=2[CH:6]=1.[CH3:14][C:15]([CH3:21])([CH3:20])[CH2:16]C(O)=O.S(O[O-])([O-])(=O)=O.[NH4+].[NH4+]>C(#N)C.O.[N+]([O-])([O-])=O.[Ag+]>[CH3:14][C:15]([CH3:21])([CH3:20])[CH2:16][C:9]1[C:7](=[O:8])[C:5]2[C:4]([C:11](=[O:12])[C:10]=1[OH:13])=[CH:3][CH:2]=[CH:1][CH:6]=2 |f:2.3.4,7.8|. Reported procedure: This compound was prepared by the general methods as described in Examples 1 to 15. Lawsone (0.15 g), 3,3-dimethylbutyric acid (0.15 g), and silver nitrate (0.15 g) were heated in a mixture of acetonitrile (5 ml) and water (5 ml) at 60-65° C. A solution of ammonium peroxysulphate (0.3 g) in water (5 ml) was added dropwise and the mixture heated for 1 hour and then processed as for Example 3 to yield the title compound . The crude product was purified on a silica gel column using 20% diethyl ethe... Reactants: COC([C@@H](N)CC1=CC=C(C=C1)OCC1=CC=CC=C1)=O (O-benzyl-L-tyrosine methyl ester), C1(=CC=CC=C1)C1=CC=C(C(=O)C2C(CCCC2)=O)C=C1 (2-(4-phenylbenzoyl)cyclohexanone), Intermediate 23. Yields the product COC(C(CC1=CC=C(C=C1)O)NC1=C(C=CC=C1)C(=O)C1=CC=C(C=C1)C1=CC=CC=C1)=O (3-(4-Hydroxyphenyl)-2-(2-(4-biphenylcarbonyl)-phenylamino)-propionic acid methyl ester). The yield is 32.3%. RXN SMILES: [CH3:1][O:2][C:3](=[O:21])[C@H:4]([CH2:6][C:7]1[CH:12]=[CH:11][C:10]([O:13]CC2C=CC=CC=2)=[CH:9][CH:8]=1)[NH2:5].[C:22]1([C:28]2[CH:42]=[CH:41][C:31]([C:32]([CH:34]3[CH2:39][CH2:38][CH2:37][CH2:36][C:35]3=O)=[O:33])=[CH:30][CH:29]=2)[CH:27]=[CH:26][CH:25]=[CH:24][CH:23]=1>>[CH3:1][O:2][C:3](=[O:21])[CH:4]([NH:5][C:35]1[CH:36]=[CH:37][CH:38]=[CH:39][C:34]=1[C:32]([C:31]1[CH:30]=[CH:29][C:28]([C:22]2[CH:23]=[CH:24][CH:25]=[CH:26][CH:27]=2)=[CH:42][CH:41]=1)=[O:33])[CH2:6][C:7]1[CH:8]=[CH:9][C:10]([OH:13])=[CH:11][CH:12]=1. Procedure: The title compound (830 mg) was prepared from 1.83 g (5.7 mmol) O-benzyl-L-tyrosine methyl ester and 1.59 g (5.7 mmol) of 2-(4-phenylbenzoyl)cyclohexanone (Child, R. G. et.al. J. Pharm Sci 1977, 66(4), 466-76) according to the method of Intermediate 23 followed by purification via silica gel chromatography eluting with 1/9 EtOAc/hexanes: Low resolution MS (Cl) m/e 452 (MH+). The reactants are CN1N=CC(=C1B1OC(C(O1)(C)C)(C)C)C (1,4-Dimethyl-5-(4,4,5,5-tetramethyl-1,3,2-dioxaborolan-2-yl)-1H-pyrazole), P(=O)([O-])([O-])[O-].[K+].[K+].[K+] (potassium phosphate), BrC1=CC=C2C=3N(C(COC31)C3=NC=CC=C3)C(N2)=O (7-Bromo-4-pyridin-2-yl-4,5-dihydroimidazo[1,5,4-de][1,4]benzoxazin-2(1H)-one). Reagents/catalysts: C1(CCCCC1)P(C1=C(C=CC=C1)C1=C(C=C(C=C1C(C)C)C(C)C)C(C)C)C1CCCCC1.NC1=C(C=CC=C1)C1=C(C=CC=C1)[Pd]Cl (Dicyclohexyl(2′,4′,6′-triisopropylbiphenyl-2-yl)phosphine (2′-aminobiphenyl-2-yl)(chloro)palladium). Solvent: O (water), O1CCOCC1 (1,4-dioxane). Reaction conditions: temperature 90 celsius, time 2 hour. The product is CN1N=CC(=C1C1=CC=C2C=3N(C(COC31)C3=NC=CC=C3)C(N2)=O)C (7-(1,4-dimethyl-1H-pyrazol-5-yl)-4-pyridin-2-yl-4,5-dihydroimidazo[1,5,4-de][1,4]benzoxazin-2(1H)-one). RXN SMILES: Br[C:2]1[C:11]2[O:10][CH2:9][CH:8]([C:12]3[CH:17]=[CH:16][CH:15]=[CH:14][N:13]=3)[N:7]3[C:18](=[O:20])[NH:19][C:5]([C:6]=23)=[CH:4][CH:3]=1.[CH3:21][N:22]1[C:26](B2OC(C)(C)C(C)(C)O2)=[C:25]([CH3:36])[CH:24]=[N:23]1.P([O-])([O-])([O-])=O.[K+].[K+].[K+]>O1CCOCC1.O.C1(P(C2CCCCC2)C2C=CC=CC=2C2C(C(C)C)=CC(C(C)C)=CC=2C(C)C)CCCCC1.NC1C=CC=CC=1C1C=CC=CC=1[Pd]Cl>[CH3:21][N:22]1[C:26]([C:2]2[C:11]3[O:10][CH2:9][CH:8]([C:12]4[CH:17]=[CH:16][CH:15]=[CH:14][N:13]=4)[N:7]4[C:18](=[O:20])[NH:19][C:5]([C:6]=34)=[CH:4][CH:3]=2)=[C:25]([CH3:36])[CH:24]=[N:23]1 |f:2.3.4.5,8.9|. Procedure details: 7-Bromo-4-pyridin-2-yl-4,5-dihydroimidazo[1,5,4-de][1,4]benzoxazin-2(1H)-one (28 mg, 0.084 mmol) was dissolved in 1,4-dioxane (0.67 mL). 1,4-Dimethyl-5-(4,4,5,5-tetramethyl-1,3,2-dioxaborolan-2-yl)-1H-pyrazole (28 mg, 0.13 mmol) and potassium phosphate (40 mg, 0.2 mmol) in water (0.17 mL) was added. The reaction mixture was deoxygenated with nitrogen. Dicyclohexyl(2′,4′,6′-triisopropylbiphenyl-2-yl)phosphine-(2′-aminobiphenyl-2-yl)(chloro)palladium (1:1) (2 mg, 0.002 mmol) was added and the mixt... Starting materials: Cl (HCl), C(CCC)[Li] (n-butyllithium), BrC=1C=CC(=C(C#N)C1)OC (5-bromo-2-methoxybenzonitrile), C(C)(C)OB(OC(C)C)OC(C)C (triisopropylborate). The solvent is O1CCCC1 (tetrahydrofuran). Reaction conditions: temperature -20 celsius, time 45 minute. The product is C(#N)C=1C=C(C=CC1OC)B(O)O (3-Cyano-4-methoxyphenylboronic acid). Reaction SMILES: C([Li])CCC.Br[C:7]1[CH:8]=[CH:9][C:10]([O:15][CH3:16])=[C:11]([CH:14]=1)[C:12]#[N:13].C([O:20][B:21](OC(C)C)[O:22]C(C)C)(C)C.Cl>O1CCCC1>[C:12]([C:11]1[CH:14]=[C:7]([B:21]([OH:22])[OH:20])[CH:8]=[CH:9][C:10]=1[O:15][CH3:16])#[N:13]. Reported procedure: 16.23 ml of n-butyllithium solution (1.6M in hexane) are added dropwise to a solution of 5.00 g of 5-bromo-2-methoxybenzonitrile in 90 ml of dry tetrahydrofuran at −78° C. After stirring at this temperature for 45 minutes, 6.71 ml of triisopropylborate are added, and the mixture is then slowly warmed to −20° C. 50 ml of 1N HCl are added to the reaction mixture. The phase is separated and the aqueous phase is extracted three more times with 100 ml of diethyl ether each time. The combihled organic... Reactants: [H-].C(C)(C)(C)O[Al](OC(C)(C)C)OC(C)(C)C.[Li+] (Lithium tri-t-butoxyaluminum hydride), C1(CCCC1)CC(=O)C1=CC=C(C=C1)C=O (4-(2-Cyclopentyl-1-Oxoethyl)Benzenecarboxaldehyde), OS(=O)(=O)[O-].[K+] (KHSO4). The solvent is C1CCOC1 (THF). Conditions: temperature 0 celsius, time 2 hour. The product is C1(CCCC1)CC(=O)C1=CC=C(C=C1)CO (2-Cyclopentyl 1-[4-(Hydroxymethyl)Phenyl]Ethanone). The yield is 100.8%. RXN SMILES: [CH:1]1([CH2:6][C:7]([C:9]2[CH:14]=[CH:13][C:12]([CH:15]=[O:16])=[CH:11][CH:10]=2)=[O:8])[CH2:5][CH2:4][CH2:3][CH2:2]1.[H-].C(O[Al](OC(C)(C)C)OC(C)(C)C)(C)(C)C.[Li+].OS([O-])(=O)=O.[K+]>C1COCC1>[CH:1]1([CH2:6][C:7]([C:9]2[CH:14]=[CH:13][C:12]([CH2:15][OH:16])=[CH:11][CH:10]=2)=[O:8])[CH2:5][CH2:4][CH2:3][CH2:2]1 |f:1.2.3,4.5|. Reported procedure: The product of Example E (2.2 g, 0.01 mole) was dissolved in THF (50 mls) and cooled under argon to 0° C. Lithium tri-t-butoxyaluminum hydride (2.7 g) was added portionwise over 1/2 hour at 0° C. and stirred for 2 hours at 0° C. The mixture was allowed to stir a total of 4 hours until thin layer chromatography indicated the reaction was complete. The mixture was then poured into 0.5N KHSO4 and extracted with ethyl acetate. After drying the organic layer over Na2SO4, the solvent was removed to gi...